describe an organic reaction: reactants, conditions, products, and yield From a dataset of the Open Reaction Database (ORD), a public repository of structured organic reaction records. Starting materials: CCCCOCCOc1ccc(-c2ccc3c(c2)C=C(C(=O)Nc2ccc(Sc4ccccn4)cc2)CCN3CCC)cc1, ClCCl, O=C(OO)c1cccc(Cl)c1, [Na+], [Na+], O=S([O-])([O-])=S. The product is CCCCOCCOc1ccc(-c2ccc3c(c2)C=C(C(=O)Nc2ccc(S(=O)c4ccccn4)cc2)CCN3CCC)cc1. Reaction SMILES: [CH2:1]([CH2:2][CH2:3][CH3:4])[O:5][CH2:6][CH2:7][O:8][c:9]1[cH:10][cH:11][c:12](-[c:15]2[cH:16][cH:17][c:18]3[c:19]([cH:44]2)[CH:20]=[C:21]([C:28](=[O:29])[NH:30][c:31]2[cH:32][cH:33][c:34]([S:37][c:38]4[n:39][cH:40][cH:41][cH:42][cH:43]4)[cH:35][cH:36]2)[CH2:22][CH2:23][N:24]3[CH2:25][CH2:26][CH3:27])[cH:13][cH:14]1.[CH2:63]([Cl:64])[Cl:65].[Cl:45][c:46]1[cH:47][cH:48][cH:49][c:50]([C:51]([O:52][OH:54])=[O:53])[cH:55]1.[Na+:61].[Na+:62].[S:56]([O-:57])([O-:58])(=[O:59])=[S:60]>>[CH2:1]([CH2:2][CH2:3][CH3:4])[O:5][CH2:6][CH2:7][O:8][c:9]1[cH:10][cH:11][c:12](-[c:15]2[cH:16][cH:17][c:18]3[c:19]([cH:44]2)[CH:20]=[C:21]([C:28](=[O:29])[NH:30][c:31]2[cH:32][cH:33][c:34]([S:37]([c:38]4[n:39][cH:40][cH:41][cH:42][cH:43]4)=[O:53])[cH:35][cH:36]2)[CH2:22][CH2:23][N:24]3[CH2:25][CH2:26][CH3:27])[cH:13][cH:14]1. Reactants: O=C([O-])[O-], COc1cc2c(Cl)ncnc2cc1OCCCN1CCN(C)CC1, [K+], [K+], [Na+], CN(C)C=O, [OH-], Oc1ccc2cccnc2c1. Product: COc1cc2c(Oc3ccc4cccnc4c3)ncnc2cc1OCCCN1CCN(C)CC1. Reaction SMILES: [C:25](=[O:26])([O-:27])[O-:28].[Cl:1][c:2]1[n:3][cH:4][n:5][c:6]2[cH:7][c:8]([O:14][CH2:15][CH2:16][CH2:17][N:18]3[CH2:19][CH2:20][N:21]([CH3:24])[CH2:22][CH2:23]3)[c:9]([O:12][CH3:13])[cH:10][c:11]12.[K+:29].[K+:30].[Na+:43].[O:44]=[CH:45][N:46]([CH3:47])[CH3:48].[OH-:42].[OH:31][c:32]1[cH:33][cH:34][c:35]2[cH:36][cH:37][cH:38][n:39][c:40]2[cH:41]1>>[c:2]1([O:31][c:32]2[cH:33][cH:34][c:35]3[cH:36][cH:37][cH:38][n:39][c:40]3[cH:41]2)[n:3][cH:4][n:5][c:6]2[cH:7][c:8]([O:14][CH2:15][CH2:16][CH2:17][N:18]3[CH2:19][CH2:20][N:21]([CH3:24])[CH2:22][CH2:23]3)[c:9]([O:12][CH3:13])[cH:10][c:11]12. Yields the product Oc1ccccc1C1OCCO1. Starting materials: OCCO, O=Cc1ccccc1O, [Cl-], [Cl-], O=P(O)(O)O, [Zn+2], c1ccccc1. As a reaction SMILES: [CH2:10]([CH2:11][OH:12])[OH:13].[CH:1](=[O:2])[c:3]1[cH:4][cH:5][cH:6][cH:7][c:8]1[OH:9].[Cl-:19].[Cl-:21].[P:14](=[O:15])([OH:16])([OH:17])[OH:18].[Zn+2:20].[cH:22]1[cH:23][cH:24][cH:25][cH:26][cH:27]1>>[CH:1]1([c:3]2[cH:4][cH:5][cH:6][cH:7][c:8]2[OH:9])[O:2][CH2:10][CH2:11][O:12]1. Starting materials: BrC=1C=C(OC1Br)C=O (4,5-Dibromo-furan-2-carbaldehyde), CON=C1CCC2=CC(=CC=C12)B(O)O (1-methoxyimino-indan-5-boronic acid), C([O-])([O-])=O.[K+].[K+] (potasium carbonate). The reagents and catalysts are [Pd](Cl)Cl.C1(=CC=CC=C1)P(C1=CC=CC=C1)C1=CC=CC=C1.C1(=CC=CC=C1)P(C1=CC=CC=C1)C1=CC=CC=C1 (bis(triphenylphosphine) palladium (II) chloride). Solvent: COCCOC (ethylene glycol dimethyl ether), O (water). The product is BrC=1C=C(OC1C=1C=C2CCC(C2=CC1)=NOC)C=O (4-Bromo-5-(1-methoxyimino-indan-5-yl)-furan-2-carbaldehyde). The yield is 35.2%. RXN SMILES: [Br:1][C:2]1[CH:3]=[C:4]([CH:8]=[O:9])[O:5][C:6]=1Br.[CH3:10][O:11][N:12]=[C:13]1[C:21]2[C:16](=[CH:17][C:18](B(O)O)=[CH:19][CH:20]=2)[CH2:15][CH2:14]1.C(=O)([O-])[O-].[K+].[K+]>COCCOC.O.[Pd](Cl)Cl.C1(P(C2C=CC=CC=2)C2C=CC=CC=2)C=CC=CC=1.C1(P(C2C=CC=CC=2)C2C=CC=CC=2)C=CC=CC=1>[Br:1][C:2]1[CH:3]=[C:4]([CH:8]=[O:9])[O:5][C:6]=1[C:18]1[CH:17]=[C:16]2[C:21](=[CH:20][CH:19]=1)[C:13](=[N:12][O:11][CH3:10])[CH2:14][CH2:15]2 |f:2.3.4,7.8.9|. Procedure: A degassed mixture of the product of Step 3 (6.6 g, 26.0 mmol), 1-methoxyimino-indan-5-boronic acid (5.3 g, 26.0 mmol) and potasium carbonate (28 g, 202 mmol) in ethylene glycol dimethyl ether (150 ml) and water (75 ml) was treated with bis(triphenylphosphine) palladium (II) chloride (1.05 g, 1.5 mmol), then heated under reflux for 6 hours. After cooling to room temperature, the mixture was filtered through celite and the filtrate diluted with water and ethyl acetate. The organic phase was separ...